Dataset: the Open Reaction Database (ORD), a public repository of structured organic reaction records. Task: describe an organic reaction: reactants, conditions, products, and yield Conditions: time 4 minute. RXN SMILES: [N:1]1[CH:6]=[CH:5][CH:4]=[CH:3][C:2]=1[C:7]([OH:9])=[O:8].[Zn:10]>O>[N:1]1[CH:6]=[CH:5][CH:4]=[CH:3][C:2]=1[C:7]([O-:9])=[O:8].[Zn+2:10].[N:1]1[CH:6]=[CH:5][CH:4]=[CH:3][C:2]=1[C:7]([O-:9])=[O:8] |f:3.4.5|. The product is N1=C(C=CC=C1)C(=O)[O-].[Zn+2].N1=C(C=CC=C1)C(=O)[O-] (Zinc Picolinate). Procedure: Thirty grams of ZnSO4.7H2O was dissolved in 200 ml. deionized water at room temperature. Thereafter, 20 g. picolinic acid (Sigma Chemical, St. Louis, MO) was added to the solution and the solution was stirred continuously. Within 3-5 minutes a precipitate began to form. After 30 minutes the stirring was discontinued and the mixture was left standing at room temperature until the precipitate had settled to the bottom. The supernatant was removed by aspiration and the precipitate was suspended in ... Starting materials: ZnSO4.7H2O, [Zn] (zinc), N1=C(C=CC=C1)C(=O)O (picolinic acid), N1=C(C=CC=C1)C(=O)O (picolinic acid). Solvent: O (water).